This data is from the Open Reaction Database (ORD), a public repository of structured organic reaction records. The task is: describe an organic reaction: reactants, conditions, products, and yield Starting materials: C(C1=CC=CC=C1)OC(=O)N1[C@H](CCC1)C=CCO ((R)-1-(N-Benzyloxycarbonylpyrrolidin-2-yl)-3-hydroxypropene), BrC1=C(NC(C(F)(F)F)=O)C=CC(=C1)CS(=O)(=O)NC (2-bromo-4-methylaminosulfonylmethyl-N-trifluoroacetylaniline). The product is C(C1=CC=CC=C1)OC(=O)N1[C@H](CCC1)C=CCN(C(C(F)(F)F)=O)C1=C(C=C(C=C1)CS(=O)(=O)NC)Br ((R)-1-(N-Benzyloxycarbonylpyrrolidin-2-yl)-3-(N-(2-bromo-4-methylaminosulfonylmethylphenyl)-N-trifluoroacetylamino)propene). The yield is 44.0%. Reaction SMILES: [CH2:1]([O:8][C:9]([N:11]1[CH2:15][CH2:14][CH2:13][C@@H:12]1[CH:16]=[CH:17][CH2:18]O)=[O:10])[C:2]1[CH:7]=[CH:6][CH:5]=[CH:4][CH:3]=1.[Br:20][C:21]1[CH:33]=[C:32]([CH2:34][S:35]([NH:38][CH3:39])(=[O:37])=[O:36])[CH:31]=[CH:30][C:22]=1[NH:23][C:24](=[O:29])[C:25]([F:28])([F:27])[F:26]>>[CH2:1]([O:8][C:9]([N:11]1[CH2:15][CH2:14][CH2:13][C@@H:12]1[CH:16]=[CH:17][CH2:18][N:23]([C:22]1[CH:30]=[CH:31][C:32]([CH2:34][S:35]([NH:38][CH3:39])(=[O:37])=[O:36])=[CH:33][C:21]=1[Br:20])[C:24](=[O:29])[C:25]([F:26])([F:28])[F:27])=[O:10])[C:2]1[CH:3]=[CH:4][CH:5]=[CH:6][CH:7]=1. Reported procedure: (R)-1-(N-Benzyloxycarbonylpyrrolidin-2-yl)-3-hydroxypropene and 2-bromo-4-methylaminosulfonylmethyl-N-trifluoroacetylaniline were used. Column chromatography using elution with 4% acetone in methylene chloride afforded the title compound as a white foam (44%): FAB LRMS (m/z, relative intensity) 620 ([MH+ with 81Br], 618 ([MH+ with 79Br], 98), 576 (50), 574 (63), 512 (17), 484 (33). Reactants: [C-]#N, [C-]#N, CN(C)C=O, Ic1cccc2nc(NC3CCc4ccccc43)ccc12, O, [Pd], [Zn+2], c1ccc(P(c2ccccc2)c2ccccc2)cc1, c1ccc(P(c2ccccc2)c2ccccc2)cc1, c1ccc(P(c2ccccc2)c2ccccc2)cc1, c1ccc(P(c2ccccc2)c2ccccc2)cc1. Yields the product N#Cc1cccc2nc(NC3CCc4ccccc43)ccc12. As a reaction SMILES: [C-:28]#[N:29].[C-:31]#[N:32].[CH3:23][N:24]([CH3:25])[CH:26]=[O:27].[CH:1]1([NH:10][c:11]2[n:12][c:13]3[cH:14][cH:15][cH:16][c:17]([I:21])[c:18]3[cH:19][cH:20]2)[CH2:2][CH2:3][c:4]2[cH:5][cH:6][cH:7][cH:8][c:9]21.[OH2:22].[Pd:33].[Zn+2:30].[c:34]1([P:35]([c:36]2[cH:37][cH:38][cH:39][cH:40][cH:41]2)[c:42]2[cH:43][cH:44][cH:45][cH:46][cH:47]2)[cH:48][cH:49][cH:50][cH:51][cH:52]1.[c:53]1([P:54]([c:55]2[cH:56][cH:57][cH:58][cH:59][cH:60]2)[c:61]2[cH:62][cH:63][cH:64][cH:65][cH:66]2)[cH:67][cH:68][cH:69][cH:70][cH:71]1.[c:72]1([P:73]([c:74]2[cH:75][cH:76][cH:77][cH:78][cH:79]2)[c:80]2[cH:81][cH:82][cH:83][cH:84][cH:85]2)[cH:86][cH:87][cH:88][cH:89][cH:90]1.[c:91]1([P:92]([c:93]2[cH:94][cH:95][cH:96][cH:97][cH:98]2)[c:99]2[cH:100][cH:101][cH:102][cH:103][cH:104]2)[cH:105][cH:106][cH:107][cH:108][cH:109]1>>[CH:1]1([NH:10][c:11]2[n:12][c:13]3[cH:14][cH:15][cH:16][c:17]([C:23]#[N:24])[c:18]3[cH:19][cH:20]2)[CH2:2][CH2:3][c:4]2[cH:5][cH:6][cH:7][cH:8][c:9]21. The reactants are Cc1ccccc1, CN1CCC(SC(c2ccccc2)c2ccccc2)CC1, CCOC(=O)Cl. The product is CCOC(=O)N1CCC(SC(c2ccccc2)c2ccccc2)CC1. RXN SMILES: [CH3:28][c:29]1[cH:30][cH:31][cH:32][cH:33][cH:34]1.[CH:1]([c:2]1[cH:3][cH:4][cH:5][cH:6][cH:7]1)([c:8]1[cH:9][cH:10][cH:11][cH:12][cH:13]1)[S:14][CH:15]1[CH2:16][CH2:17][N:18]([CH3:21])[CH2:19][CH2:20]1.[Cl:22][C:23](=[O:24])[O:25][CH2:26][CH3:27]>>[CH:1]([c:2]1[cH:3][cH:4][cH:5][cH:6][cH:7]1)([c:8]1[cH:9][cH:10][cH:11][cH:12][cH:13]1)[S:14][CH:15]1[CH2:16][CH2:17][N:18]([C:23](=[O:24])[O:25][CH2:26][CH3:27])[CH2:19][CH2:20]1. Starting materials: CC(C)(C)OC(=O)N1CCC(C(=O)Nc2ccc(Br)nc2)CC1, O=C([O-])[O-], CS(=O)(=O)c1ccc(B(O)O)cc1, COCCOC, [Na+], [Na+], Cl[Pd]Cl, c1ccc(P(c2ccccc2)c2ccccc2)cc1, c1ccc(P(c2ccccc2)c2ccccc2)cc1. The product is CC(C)(C)OC(=O)N1CCC(C(=O)Nc2ccc(-c3ccc(S(C)(=O)=O)cc3)nc2)CC1. Reaction SMILES: [Br:1][c:2]1[cH:3][cH:4][c:5]([NH:8][C:9](=[O:10])[CH:11]2[CH2:12][CH2:13][N:14]([C:17](=[O:18])[O:19][C:20]([CH3:21])([CH3:22])[CH3:23])[CH2:15][CH2:16]2)[cH:6][n:7]1.[C:37](=[O:38])([O-:39])[O-:40].[CH3:24][S:25](=[O:26])(=[O:27])[c:28]1[cH:29][cH:30][c:31]([B:34]([OH:35])[OH:36])[cH:32][cH:33]1.[CH3:43][O:44][CH2:45][CH2:46][O:47][CH3:48].[Na+:41].[Na+:42].[Pd:49]([Cl:50])[Cl:51].[c:52]1([P:53]([c:54]2[cH:55][cH:56][cH:57][cH:58][cH:59]2)[c:60]2[cH:61][cH:62][cH:63][cH:64][cH:65]2)[cH:66][cH:67][cH:68][cH:69][cH:70]1.[c:71]1([P:72]([c:73]2[cH:74][cH:75][cH:76][cH:77][cH:78]2)[c:79]2[cH:80][cH:81][cH:82][cH:83][cH:84]2)[cH:85][cH:86][cH:87][cH:88][cH:89]1>>[c:2]1(-[c:31]2[cH:30][cH:29][c:28]([S:25]([CH3:24])(=[O:26])=[O:27])[cH:33][cH:32]2)[cH:3][cH:4][c:5]([NH:8][C:9](=[O:10])[CH:11]2[CH2:12][CH2:13][N:14]([C:17](=[O:18])[O:19][C:20]([CH3:21])([CH3:22])[CH3:23])[CH2:15][CH2:16]2)[cH:6][n:7]1. The reactants are ClC(=O)OC(C)Cl (1-Chloroethyl chloroformate), C(C1=CC=CC=C1)N1CC(OCC1)CC1=CC=C(C=C1)C(C)(C)C (N-benzyl-2-(4-tert-butylphenylmethyl)morpholine). Run in ClCCCl (1,2-dichloroethane). Yields the product C(C1=CC=CC=C1)N1C(C(OCC1)CC1=CC=C(C=C1)C(C)(C)C)=O (N-benzyl-2-(4-tert-butylphenylmethyl)morpholin-3-one). RXN SMILES: ClC(OC(Cl)C)=[O:3].[CH2:8]([N:15]1[CH2:20][CH2:19][O:18][CH:17]([CH2:21][C:22]2[CH:27]=[CH:26][C:25]([C:28]([CH3:31])([CH3:30])[CH3:29])=[CH:24][CH:23]=2)[CH2:16]1)[C:9]1[CH:14]=[CH:13][CH:12]=[CH:11][CH:10]=1>ClCCCl>[CH2:8]([N:15]1[CH2:20][CH2:19][O:18][CH:17]([CH2:21][C:22]2[CH:23]=[CH:24][C:25]([C:28]([CH3:31])([CH3:30])[CH3:29])=[CH:26][CH:27]=2)[C:16]1=[O:3])[C:9]1[CH:10]=[CH:11][CH:12]=[CH:13][CH:14]=1. Procedure details: 1-Chloroethyl chloroformate (2.98 ml, 27.7 mmol) was added in a steady stream to a stirred solution of the N-benzyl-2-(4-tert-butylphenylmethyl)morpholine (8.94 g, 27.7 mmol) obtained in (ii) in 1,2-dichloroethane (100 ml) at 0° C. The reaction was stirred for 20 minutes and then heated under reflux for 135 minutes before cooling and evaporation in vacuo. Methanol (100 ml) was then added and the reaction heated under reflux for 1 hour before cooling, evaporation in vacuo and dissolution in chlor... The reactants are FC1=C(C=CC=C1)C1=NC(C(N(C2=C1C=C(C=C2)C(C)=NO)C)=O)C (5-(o-fluorophenyl)-1,3-dihydro-7-[1-(hydroxyimino)ethyl]-1,3-dimethyl-2H-1,4-benzodiazepin-2-one), F[B-](F)(F)F.FC1=C(C=CC=C1)C1=NC(C(NC2=C1C=C(C=C2)[N+]#N)=O)(C)C (5-(o-fluorophenyl)-2,3-dihydro-3,3-dimethyl-2-oxo-1H-1,4-benzodiazepine-7-diazonium tetrafluoroborate). Product: NC=1C=CC2=C(C(=NC(C(N2)=O)(C)C)C2=C(C=CC=C2)F)C1 (7-amino-5-(o-fluorophenyl)-1,3-dihydro-3,3-dimethyl-2H-1,4-benzodiazepin-2-one). As a reaction SMILES: FC1C=CC=CC=1C1C2C=C(C(=NO)C)C=CC=2N(C)C(=O)C(C)N=1.F[B-](F)(F)F.[F:31][C:32]1[CH:37]=[CH:36][CH:35]=[CH:34][C:33]=1[C:38]1[C:44]2[CH:45]=[C:46]([N+:49]#N)[CH:47]=[CH:48][C:43]=2[NH:42][C:41](=[O:51])[C:40]([CH3:53])([CH3:52])[N:39]=1>>[NH2:49][C:46]1[CH:47]=[CH:48][C:43]2[NH:42][C:41](=[O:51])[C:40]([CH3:53])([CH3:52])[N:39]=[C:38]([C:33]3[CH:34]=[CH:35][CH:36]=[CH:37][C:32]=3[F:31])[C:44]=2[CH:45]=1 |f:1.2|. Procedure details: From 56.62 g (0.19 mol) of 7-amino-5-(o-fluorophenyl)-1,3-dihydro-3,3-dimethyl-2H-1,4-benzodiazepin-2-one there is obtained in analogy to paragraph (e) of Example 1 5-(o-fluorophenyl)-2,3-dihydro-3,3-dimethyl-2-oxo-1H-1,4-benzodiazepine-7-diazonium tetrafluoroborate of melting point 203°.